Dataset: the Open Reaction Database (ORD), a public repository of structured organic reaction records. Task: describe an organic reaction: reactants, conditions, products, and yield Starting materials: C(C1=CC=CC=C1)(=O)C1=C(C=C(C(=O)O)C=C1[N+](=O)[O-])OCCCC (4-benzoyl-3-n-butoxy-5-nitrobenzoic acid), C(C1=CC=CC=C1)(=O)C1=C(C=C(C(=O)O)C=C1[N+](=O)[O-])OCC(C)C (4-benzoyl-3-isobutoxy-5-nitrobenzoic acid). Yields the product NC=1C(=C(C=C(C(=O)O)C1)OCC(C)C)C(C1=CC=CC=C1)=O (5-amino-4-benzoyl-3-isobutoxybenzoic acid). Reaction SMILES: C(C1C([N+]([O-])=O)=CC(C(O)=O)=CC=1OCCCC)(=O)C1C=CC=CC=1.[C:26]([C:34]1[C:42]([N+:43]([O-])=O)=[CH:41][C:37]([C:38]([OH:40])=[O:39])=[CH:36][C:35]=1[O:46][CH2:47][CH:48]([CH3:50])[CH3:49])(=[O:33])[C:27]1[CH:32]=[CH:31][CH:30]=[CH:29][CH:28]=1>>[NH2:43][C:42]1[C:34]([C:26](=[O:33])[C:27]2[CH:28]=[CH:29][CH:30]=[CH:31][CH:32]=2)=[C:35]([O:46][CH2:47][CH:48]([CH3:50])[CH3:49])[CH:36]=[C:37]([CH:41]=1)[C:38]([OH:40])=[O:39]. Reported procedure: By replacing in Example 1, step C, 4-benzoyl-3-n-butoxy-5-nitrobenzoic acid with 4-benzoyl-3-isobutoxy-5-nitrobenzoic acid, and following the procedure described, 5-amino-4-benzoyl-3-isobutoxybenzoic acid is obtained with a melting point of 192°-196° C. The reactants are [C@H]12[C@H](NC[C@@H]2CCC1)CNC(=O)C1=C(N=C2SC=CN21)C (6-methyl-imidazo[2,1-b]thiazole-5-carboxylic acid-[(1S,2S,5R)-3-aza-bicyclo[3.3.0]oct-2-ylmethyl]-amide), ClC=1C=C(C=CC1)C1=C(N=C(S1)C)C(=O)O (5-(3-chloro-phenyl)-2-methyl-thiazole-4-carboxylic acid). Yields the product ClC=1C=C(C=CC1)C1=C(N=C(S1)C)C(=O)N1[C@@H]([C@H]2CCC[C@H]2C1)CNC(=O)C1=C(N=C2SC=CN21)C (6-Methyl-imidazo[2,1-b]thiazole-5-carboxylic acid-(1S,2S,5R)-{3-[5-(3-chloro-phenyl)-2-methyl-thiazole-4-carbonyl]-3-aza-bicyclo[3.3.0]oct-2-ylmethyl}-amide). RXN SMILES: [C@H:1]12[CH2:8][CH2:7][CH2:6][C@H:5]1[CH2:4][NH:3][C@@H:2]2[CH2:9][NH:10][C:11]([C:13]1[N:20]2[C:16]([S:17][CH:18]=[CH:19]2)=[N:15][C:14]=1[CH3:21])=[O:12].[Cl:22][C:23]1[CH:24]=[C:25]([C:29]2[S:33][C:32]([CH3:34])=[N:31][C:30]=2[C:35](O)=[O:36])[CH:26]=[CH:27][CH:28]=1>>[Cl:22][C:23]1[CH:24]=[C:25]([C:29]2[S:33][C:32]([CH3:34])=[N:31][C:30]=2[C:35]([N:3]2[CH2:4][C@H:5]3[C@H:1]([CH2:8][CH2:7][CH2:6]3)[C@H:2]2[CH2:9][NH:10][C:11]([C:13]2[N:20]3[C:16]([S:17][CH:18]=[CH:19]3)=[N:15][C:14]=2[CH3:21])=[O:12])=[O:36])[CH:26]=[CH:27][CH:28]=1. Procedure: prepared by reaction of 6-methyl-imidazo[2,1-b]thiazole-5-carboxylic acid-[(1S,2S,5R)-3-aza-bicyclo[3.3.0]oct-2-ylmethyl]-amide with 5-(3-chloro-phenyl)-2-methyl-thiazole-4-carboxylic acid. Reactants: C1CCOC1, CC(C)c1ccc(O)cc1, OCc1cccnc1Cl, CCOC(=O)N=NC(=O)OCC, c1ccc(P(c2ccccc2)c2ccccc2)cc1. The product is CC(C)c1ccc(OCc2cccnc2Cl)cc1. RXN SMILES: [CH2:51]1[O:52][CH2:53][CH2:54][CH2:55]1.[CH:20]([CH3:21])([CH3:22])[c:23]1[cH:24][cH:25][c:26]([OH:29])[cH:27][cH:28]1.[Cl:30][c:31]1[n:32][cH:33][cH:34][cH:35][c:36]1[CH2:37][OH:38].[O:39]=[C:40]([O:41][CH2:42][CH3:43])[N:44]=[N:45][C:46]([O:47][CH2:48][CH3:49])=[O:50].[c:1]1([P:2]([c:3]2[cH:4][cH:5][cH:6][cH:7][cH:8]2)[c:9]2[cH:10][cH:11][cH:12][cH:13][cH:14]2)[cH:15][cH:16][cH:17][cH:18][cH:19]1>>[CH:20]([CH3:21])([CH3:22])[c:23]1[cH:24][cH:25][c:26]([O:29][CH2:37][c:36]2[c:31]([Cl:30])[n:32][cH:33][cH:34][cH:35]2)[cH:27][cH:28]1. The reactants are CC1(OC2=C([C@H]1C1=CC=C(C=C1)C)C(=C(C(=C2C)C)N)C)C ((+)-(3R)-2,2,4,6,7-pentamethyl-3-(4-methylphenyl)-2,3-dihydro-1-benzofuran-5-amine), COC1=CC=C(C=C1)C(C(=O)O)C (4-methoxyphenylpropionic acid), C(C)(=O)OCC.CCCCCC (ethyl acetate hexane). Product: COC1=CC=C(C=C1)CCC(=O)NC=1C(=C(C2=C([C@H](C(O2)(C)C)C2=CC=C(C=C2)C)C1C)C)C ((+)-3-(4-Methoxyphenyl)-N-((3R)-2,2,4,6,7-pentamethyl-3-(4-methylphenyl)-2,3-dihydro-1-benzofuran-5-yl)propionamide). Yield: 21.0%. As a reaction SMILES: [CH3:1][C:2]1([CH3:22])[C@H:6]([C:7]2[CH:12]=[CH:11][C:10]([CH3:13])=[CH:9][CH:8]=2)[C:5]2[C:14]([CH3:21])=[C:15]([NH2:20])[C:16]([CH3:19])=[C:17]([CH3:18])[C:4]=2[O:3]1.[CH3:23][O:24][C:25]1[CH:30]=[CH:29][C:28]([CH:31]([CH3:35])C(O)=O)=[CH:27][CH:26]=1.[C:36](OCC)(=[O:38])C.CCCCCC>>[CH3:23][O:24][C:25]1[CH:26]=[CH:27][C:28]([CH2:31][CH2:35][C:36]([NH:20][C:15]2[C:16]([CH3:19])=[C:17]([CH3:18])[C:4]3[O:3][C:2]([CH3:22])([CH3:1])[C@H:6]([C:7]4[CH:8]=[CH:9][C:10]([CH3:13])=[CH:11][CH:12]=4)[C:5]=3[C:14]=2[CH3:21])=[O:38])=[CH:29][CH:30]=1 |f:2.3|. Reported procedure: Using (+)-(3R)-2,2,4,6,7-pentamethyl-3-(4-methylphenyl)-2,3-dihydro-1-benzofuran-5-amine obtained in Reference Example 134 and -4-methoxyphenylpropionic acid, the title compound was synthesized in the same manner as in Reference Example 359. Yield 21%. Melting point: 170-172° C. (ethyl acetate-hexane). The reactants are [Na+].[Cl-] (NaCl), C1(=CC=CS1)C(=O)C=1SC=CC1C=1OCC(N1)(C)C (2-(2-thenoyl)-3-(4,4-dimethyl-2-oxazoline-2-yl)thiophene), Cl (hydrochloric acid), O (water). The solvent is O1CCOCC1 (dioxane). Run at temperature 100 celsius, time 8 hour. Yields the product C1(=CC=CS1)C(=O)C=1SC=CC1C(=O)O (2-(2-thenoyl)-3-thiophene carboxylic acid). RXN SMILES: [C:1]1([C:6]([C:8]2[S:9][CH:10]=[CH:11][C:12]=2[C:13]2[O:14]CC(C)(C)N=2)=[O:7])[S:5][CH:4]=[CH:3][CH:2]=1.Cl.[OH2:21].[Na+].[Cl-]>O1CCOCC1>[C:1]1([C:6]([C:8]2[S:9][CH:10]=[CH:11][C:12]=2[C:13]([OH:14])=[O:21])=[O:7])[S:5][CH:4]=[CH:3][CH:2]=1 |f:3.4|. Procedure: 2.8 g of 2-(2-thenoyl)-3-(4,4-dimethyl-2-oxazoline-2-yl)thiophene was added to a solution of 30 ml of concentrated hydrochloric acid, 20 ml of water and 20 ml of dioxane, and the solution was stirred at 100° C. for 8 hours. After cooling the solution, an aqueous NaCl solution was added thereto. The resultant solution was extracted with chloroform and dried. After the solvent was distilled off, the residue was purified by silica gel chromatography to obtain 0.70 g of 2-(2-thenoyl)-3-thiophene car... Reactants: O=C(NC1=C(F)C(F)=C(C(F)=C1F)C(F)(F)F)C(C)C. Reagents/catalysts: [B-](F)(F)(F)F.CC[N+](CC)(CC)CC, O1B(OC(C)(C)C1(C)C)B2OC(C)(C)C(O2)(C)C, [K].O=C(O)O, N=1C(OC)=CC(OC)=C2C=CC=CC12, O=C(O)C, [Pd].O=C(O)C. Run in N#CC. Run at temperature 80 celsius, time 15 hour. Yields the product O=C(NC1=C(F)C(F)=C(C(F)=C1F)C(F)(F)F)C(C)CB2OC(C)(C)C(O2)(C)C. Yield: 50.0%.